Dataset: the Open Reaction Database (ORD), a public repository of structured organic reaction records. Task: describe an organic reaction: reactants, conditions, products, and yield Starting materials: 2-[, FC(C=1C=C2NC(C(N(C2=CC1)CCCl)=O)=O)(F)F ((6 trifluoromethylquinoxaline-2,3-dion-1-yl)ethyl chloride), N1C=NC=C1 (imidazole). The product is FC(C=1C=C2NC(C(N(C2=CC1)CCC=1NC=CN1)=O)=O)(F)F ((6 trifluoromethylquinoxaline-2,3-dion-1-yl)ethylimidazole). As a reaction SMILES: [F:1][C:2]([F:19])([F:18])[C:3]1[CH:4]=[C:5]2[C:10](=[CH:11][CH:12]=1)[N:9]([CH2:13][CH2:14]Cl)[C:8](=[O:16])[C:7](=[O:17])[NH:6]2.[NH:20]1[CH:24]=[CH:23][N:22]=[CH:21]1>>[F:1][C:2]([F:19])([F:18])[C:3]1[CH:4]=[C:5]2[C:10](=[CH:11][CH:12]=1)[N:9]([CH2:13][CH2:14][C:21]1[NH:20][CH:24]=[CH:23][N:22]=1)[C:8](=[O:16])[C:7](=[O:17])[NH:6]2. Reported procedure: 392 mg (1 mmol) of 2-[(6 trifluoromethylquinoxaline-2,3-dion-1-yl)ethyl chloride is heated with 150 mg (2.2 mmol) of imidazole for 3 hours to 150° C. bath temperature. The organic phase is concentrated by evaporation with dispersion in 10 ml of ethyl acetate and 10 ml of water, and the residue is chromatographed on silica gel with methanol:butanol:water:ammonia=75:25:17:3 as eluant. 54 mg (17% of theory) of 2-[(6 trifluoromethylquinoxaline-2,3-dion-1-yl)ethylimidazole of melting point>250° C. is... Starting materials: CCSCCOc1cc(C)c(-c2cccc(COc3ccc4c(c3)OCC4C(C)C(=O)[O-])c2)c(C)c1, CO, Cl, [Na+], C1CCOC1, [OH-], O. Yields the product CCSCCOc1cc(C)c(-c2cccc(COc3ccc4c(c3)OCC4CC(=O)O)c2)c(C)c1. RXN SMILES: [CH3:1][CH:2]([C:3](=[O:4])[O-:5])[CH:6]1[CH2:7][O:8][c:9]2[c:10]1[cH:11][cH:12][c:13]([O:15][CH2:16][c:17]1[cH:18][c:19](-[c:23]3[c:24]([CH3:36])[cH:25][c:26]([O:30][CH2:31][CH2:32][S:33][CH2:34][CH3:35])[cH:27][c:28]3[CH3:29])[cH:20][cH:21][cH:22]1)[cH:14]2.[CH3:37][OH:38].[ClH:41].[Na+:40].[O:43]1[CH2:44][CH2:45][CH2:46][CH2:47]1.[OH-:39].[OH2:42]>>[CH2:2]([C:3](=[O:4])[OH:5])[CH:6]1[CH2:7][O:8][c:9]2[c:10]1[cH:11][cH:12][c:13]([O:15][CH2:16][c:17]1[cH:18][c:19](-[c:23]3[c:24]([CH3:36])[cH:25][c:26]([O:30][CH2:31][CH2:32][S:33][CH2:34][CH3:35])[cH:27][c:28]3[CH3:29])[cH:20][cH:21][cH:22]1)[cH:14]2. Starting materials: C1COCCO1, CC(C)(C)[O-], Cn1cncc1-c1ccc(Cl)nc1, [Na+], CC(=O)[O-], CC(=O)[O-], O=c1c2c([nH]c3ccccc13)C(c1ccc3c(c1)CCO3)NC2, [Pd+2], c1ccc(-c2ccccc2P(C2CCCCC2)C2CCCCC2)cc1. The product is Cn1cncc1-c1ccc(N2Cc3c([nH]c4ccccc4c3=O)C2c2ccc3c(c2)CCO3)nc1. RXN SMILES: [CH2:68]1[O:69][CH2:70][CH2:71][O:72][CH2:73]1.[CH3:62][C:63]([CH3:64])([O-:65])[CH3:66].[Cl:24][c:25]1[n:26][cH:27][c:28](-[c:31]2[n:32]([CH3:36])[cH:33][n:34][cH:35]2)[cH:29][cH:30]1.[Na+:67].[O-:75][C:76]([CH3:77])=[O:78].[O-:79][C:80]([CH3:81])=[O:82].[O:1]1[CH2:2][CH2:3][c:4]2[c:5]1[cH:6][cH:7][c:8]([CH:10]1[NH:11][CH2:12][c:13]3[c:14]1[nH:15][c:16]1[cH:17][cH:18][cH:19][cH:20][c:21]1[c:22]3=[O:23])[cH:9]2.[Pd+2:74].[c:37]1(-[c:38]2[cH:39][cH:40][cH:41][cH:42][cH:43]2)[cH:44][cH:45][cH:46][cH:47][c:48]1[P:49]([CH:50]1[CH2:51][CH2:52][CH2:53][CH2:54][CH2:55]1)[CH:56]1[CH2:57][CH2:58][CH2:59][CH2:60][CH2:61]1>>[O:1]1[CH2:2][CH2:3][c:4]2[c:5]1[cH:6][cH:7][c:8]([CH:10]1[N:11]([c:25]3[n:26][cH:27][c:28](-[c:31]4[n:32]([CH3:36])[cH:33][n:34][cH:35]4)[cH:29][cH:30]3)[CH2:12][c:13]3[c:14]1[nH:15][c:16]1[cH:17][cH:18][cH:19][cH:20][c:21]1[c:22]3=[O:23])[cH:9]2. Starting materials: C1CCOC1, COC(=O)c1ccc(B2OC(C)(C)C(C)(C)O2)c(C)c1, CC1C(c2cc(C(F)(F)F)cc(C(F)(F)F)c2)OC(=O)N1Cc1cc(C(F)(F)F)ccc1-c1nc(Br)cs1, [K+], [K+], O=C([O-])[O-]. Yields the product COC(=O)c1ccc(-c2csc(-c3ccc(C(F)(F)F)cc3CN3C(=O)OC(c4cc(C(F)(F)F)cc(C(F)(F)F)c4)C3C)n2)c(C)c1. Reaction SMILES: [CH2:65]1[O:66][CH2:67][CH2:68][CH2:69]1.[CH3:39][c:40]1[cH:41][c:42]([C:43](=[O:44])[O:45][CH3:46])[cH:47][cH:48][c:49]1[B:50]1[O:51][C:52]([CH3:53])([CH3:54])[C:55]([CH3:56])([CH3:57])[O:58]1.[F:1][C:2]([c:3]1[cH:4][c:5]([CH:13]2[CH:14]([CH3:36])[N:15]([CH2:19][c:20]3[c:21](-[c:30]4[s:31][cH:32][c:33]([Br:35])[n:34]4)[cH:22][cH:23][c:24]([C:26]([F:27])([F:28])[F:29])[cH:25]3)[C:16](=[O:18])[O:17]2)[cH:6][c:7]([C:9]([F:10])([F:11])[F:12])[cH:8]1)([F:37])[F:38].[K+:59].[K+:60].[O-:61][C:62]([O-:63])=[O:64]>>[F:1][C:2]([c:3]1[cH:4][c:5]([CH:13]2[CH:14]([CH3:36])[N:15]([CH2:19][c:20]3[c:21](-[c:30]4[s:31][cH:32][c:33](-[c:49]5[c:40]([CH3:39])[cH:41][c:42]([C:43](=[O:44])[O:45][CH3:46])[cH:47][cH:48]5)[n:34]4)[cH:22][cH:23][c:24]([C:26]([F:27])([F:28])[F:29])[cH:25]3)[C:16](=[O:18])[O:17]2)[cH:6][c:7]([C:9]([F:10])([F:11])[F:12])[cH:8]1)([F:37])[F:38]. Procedure details: In to a solution of 4-(5-methyl-2-phenyl-oxazol-4-ylmethoxy)-benzaldehyde (6.5 g, 22.2 mmol) in ethanol (300 mL) were added hydroxylamine hydrochloride (4.62 g, 66.55 mmol) and a solution of sodium acetate (7.27 g, 82.7 mmol) in H2O (40 mL). The mixture was stirred at room temperature for 12 h, then poured into H2O, acidified with 1N HCl and extracted with EtOAc. The organic extracts were dried over MgSO4. Evaporation and crystallization from acetone/ether/hexane, gave a white solid (6.1 g, 89% ... Run at time 12 hour. The yield is 89.1%. RXN SMILES: [CH3:1][C:2]1[O:6][C:5]([C:7]2[CH:12]=[CH:11][CH:10]=[CH:9][CH:8]=2)=[N:4][C:3]=1[CH2:13][O:14][C:15]1[CH:22]=[CH:21][C:18]([CH:19]=O)=[CH:17][CH:16]=1.Cl.[NH2:24][OH:25].C([O-])(=O)C.[Na+].Cl>C(O)C.O>[CH3:1][C:2]1[O:6][C:5]([C:7]2[CH:12]=[CH:11][CH:10]=[CH:9][CH:8]=2)=[N:4][C:3]=1[CH2:13][O:14][C:15]1[CH:22]=[CH:21][C:18]([CH:19]=[N:24][OH:25])=[CH:17][CH:16]=1 |f:1.2,3.4|. Yields the product CC1=C(N=C(O1)C1=CC=CC=C1)COC1=CC=C(C=NO)C=C1 (4-(5-methyl-2-phenyl-oxazol-4-ylmethoxy)-benzaldehyde oxime). The solvent is C(C)O (ethanol), O (H2O), O (H2O). The reactants are CC1=C(N=C(O1)C1=CC=CC=C1)COC1=CC=C(C=O)C=C1 (4-(5-methyl-2-phenyl-oxazol-4-ylmethoxy)-benzaldehyde), Cl.NO (hydroxylamine hydrochloride), Cl (HCl), C(C)(=O)[O-].[Na+] (sodium acetate). Starting materials: N,N-methanetetraylbis[cyclohexanamine], 20.0, NC1=C(C(=O)O)C=C(C=C1[N+](=O)[O-])C(F)(F)F (2-amino-3-nitro-5-(trifluoromethyl)benzoic acid), Cl.CN[C@@H](C)C(=O)O (methyl (S)-alanine monohydrochloride), O.ON1N=CC2=C1C=CC=N2 (1-hydroxy-1H-1,2,4-benzotriazole monohydrate), CN1CCOCC1 (N-methylmorpholine). Run in O1CCCC1 (tetrahydrofuran). Reaction conditions: time 8 hour. Product: 19.1, CN([C@@H](C)C(=O)O)C(C1=C(C(=CC(=C1)C(F)(F)F)[N+](=O)[O-])N)=O (methyl (S)-N-[2-amino-3-nitro-5-(trifluoromethyl)benzoyl]alanine). Isolated yield 71.2%. As a reaction SMILES: [NH2:1][C:2]1[C:10]([N+:11]([O-:13])=[O:12])=[CH:9][C:8]([C:14]([F:17])([F:16])[F:15])=[CH:7][C:3]=1[C:4]([OH:6])=O.Cl.[CH3:19][NH:20][C@H:21]([C:23]([OH:25])=[O:24])[CH3:22].O.ON1C2C=CC=NC=2C=N1.CN1CCOCC1>O1CCCC1>[CH3:19][N:20]([C:4](=[O:6])[C:3]1[CH:7]=[C:8]([C:14]([F:17])([F:16])[F:15])[CH:9]=[C:10]([N+:11]([O-:13])=[O:12])[C:2]=1[NH2:1])[C@H:21]([C:23]([OH:25])=[O:24])[CH3:22] |f:1.2,3.4|. Reported procedure: To a cooled (-5° C.) mixture of 20.0 parts of 2-amino-3-nitro-5-(trifluoromethyl)benzoic acid, 11.17 parts of methyl (S)-alanine monohydrochloride, 21.62 parts of 1-hydroxy-1H-1,2,4-benzotriazole monohydrate and 356 parts of tetrahydrofuran under argon there were added 8.1 parts of N-methylmorpholine and, after stirring for 10 min 16.5 parts of N,N-methanetetraylbis[cyclohexanamine]. Stirring was continued for 1 hour at -5° C. and overnight at room temperature. After cooling on ice, the reaction... Starting materials: ice water, OC(CC(=O)OC)C (methyl 3-hydroxybutyrate), N1C=NC=C1 (imidazole), [Si](C)(C)(C(C)(C)C)Cl (t-butyldimethylsilylchloride). Run in CN(C)C=O (DMF). Run at time 30 minute. The product is [Si](C)(C)(C(C)(C)C)OC(CC(=O)OC)C (methyl (-)-3-t-butyldimethylsilyloxybutyrate). The yield is 90.5%. Reaction SMILES: [OH:1][CH:2]([CH3:8])[CH2:3][C:4]([O:6][CH3:7])=[O:5].N1C=CN=C1.[Si:14](Cl)([C:17]([CH3:20])([CH3:19])[CH3:18])([CH3:16])[CH3:15]>CN(C=O)C>[Si:14]([O:1][CH:2]([CH3:8])[CH2:3][C:4]([O:6][CH3:7])=[O:5])([C:17]([CH3:20])([CH3:19])[CH3:18])([CH3:16])[CH3:15]. Reported procedure: 5.91 Grams (50 mmol) of methyl 3-hydroxybutyrate and 3.74 g (55 mmol) of imidazole were dissolved in 20 ml of DMF and thereto 8.29 g (55 mmol) of t-butyldimethylsilylchloride was added in several portions. After stirring the mixture at room temperature for 30 minutes, ice water was added and extraction with diethyl ether was conducted three times. The extract was washed with a saturated solution of NaCl, dried with anhydrous magnesium sulfate and concentrated under reduced pressure. The concentr... Starting materials: CC(=O)O[BH-](OC(C)=O)OC(C)=O, O=C([O-])O, CCNc1ncc2c(n1)N1CCCC1CN(c1cncc(N3CCNCC3)c1)C2=O, ClCCCl, [Na+], [Na+]. The product is CCNc1ncc2c(n1)N1CCCC1CN(c1cncc(N3CCN(C)CC3)c1)C2=O. RXN SMILES: [C:31]([O:32][BH-:33]([O:34][C:35](=[O:36])[CH3:37])[O:38][C:39](=[O:40])[CH3:41])(=[O:42])[CH3:43].[C:45](=[O:46])([OH:47])[O-:48].[CH2:1]([CH3:2])[NH:3][c:4]1[n:5][cH:6][c:7]2[c:8]([n:30]1)[N:9]1[CH2:10][CH2:11][CH2:12][CH:13]1[CH2:14][N:15]([c:18]1[cH:19][n:20][cH:21][c:22]([N:24]3[CH2:25][CH2:26][NH:27][CH2:28][CH2:29]3)[cH:23]1)[C:16]2=[O:17].[Cl:50][CH2:51][CH2:52][Cl:53].[Na+:44].[Na+:49]>>[CH2:1]([CH3:2])[NH:3][c:4]1[n:5][cH:6][c:7]2[c:8]([n:30]1)[N:9]1[CH2:10][CH2:11][CH2:12][CH:13]1[CH2:14][N:15]([c:18]1[cH:19][n:20][cH:21][c:22]([N:24]3[CH2:25][CH2:26][N:27]([CH3:31])[CH2:28][CH2:29]3)[cH:23]1)[C:16]2=[O:17]. Starting materials: CC(C)(O)c1cccc(Br)c1, CC(=O)O, N#CCCl, O=S(=O)(O)O. Product: CC(C)(NC(=O)CCl)c1cccc(Br)c1. Reaction SMILES: [Br:1][c:2]1[cH:3][c:4]([C:8]([CH3:9])([CH3:10])[OH:11])[cH:5][cH:6][cH:7]1.[CH3:21][C:22](=[O:23])[OH:24].[Cl:12][CH2:13][C:14]#[N:15].[S:16]([OH:17])(=[O:18])(=[O:19])[OH:20]>>[Br:1][c:2]1[cH:3][c:4]([C:8]([CH3:9])([CH3:10])[NH:15][C:14]([CH2:13][Cl:12])=[O:17])[cH:5][cH:6][cH:7]1.